Dataset: the Open Reaction Database (ORD), a public repository of structured organic reaction records. Task: describe an organic reaction: reactants, conditions, products, and yield As a reaction SMILES: [Br:29][c:30]1[cH:31][cH:32][c:33]([O:40][C:41]([F:42])([F:43])[F:44])[c:34]([NH:36][C:37]([CH3:38])=[O:39])[cH:35]1.[CH3:45][N:46]1[CH2:47][CH2:48][NH:49][CH2:50][CH2:51]1.[CH:1]1([P:2]([CH:3]2[CH2:4][CH2:5][CH2:6][CH2:7][CH2:8]2)[c:9]2[cH:10][cH:11][cH:12][cH:13][c:14]2-[c:15]2[cH:16][cH:17][cH:18][cH:19][c:20]2[N:21]([CH3:22])[CH3:23])[CH2:24][CH2:25][CH2:26][CH2:27][CH2:28]1.[O:54]=[C:55]([CH:56]=[CH:57][c:58]1[cH:59][cH:60][cH:61][cH:62][cH:63]1)[CH:64]=[CH:65][c:66]1[cH:67][cH:68][cH:69][cH:70][cH:71]1.[O:72]=[C:73]([CH:74]=[CH:75][c:76]1[cH:77][cH:78][cH:79][cH:80][cH:81]1)[CH:82]=[CH:83][c:84]1[cH:85][cH:86][cH:87][cH:88][cH:89]1.[O:90]=[C:91]([CH:92]=[CH:93][c:94]1[cH:95][cH:96][cH:97][cH:98][cH:99]1)[CH:100]=[CH:101][c:102]1[cH:103][cH:104][cH:105][cH:106][cH:107]1.[Pd:52].[Pd:53]>>[c:30]1([N:49]2[CH2:48][CH2:47][N:46]([CH3:45])[CH2:51][CH2:50]2)[cH:31][cH:32][c:33]([O:40][C:41]([F:42])([F:43])[F:44])[c:34]([NH:36][C:37]([CH3:38])=[O:39])[cH:35]1. Reactants: CC(=O)Nc1cc(Br)ccc1OC(F)(F)F, CN1CCNCC1, CN(C)c1ccccc1-c1ccccc1P(C1CCCCC1)C1CCCCC1, O=C(C=Cc1ccccc1)C=Cc1ccccc1, O=C(C=Cc1ccccc1)C=Cc1ccccc1, O=C(C=Cc1ccccc1)C=Cc1ccccc1, [Pd], [Pd]. Yields the product CC(=O)Nc1cc(N2CCN(C)CC2)ccc1OC(F)(F)F.